This data is from the Open Reaction Database (ORD), a public repository of structured organic reaction records. The task is: describe an organic reaction: reactants, conditions, products, and yield Solvent: C1=CC=CC=C1 (benzene). The yield is 18.6%. Product: [Br-].CC(C[P+](C1=CC=CC=C1)(C1=CC=CC=C1)C1=CC=CC=C1)CC (2-methylbutyltriphenylphosphonium bromide). RXN SMILES: [CH3:1][CH:2]([CH2:5][CH3:6])[CH2:3][Br:4].[C:7]1([P:13]([C:20]2[CH:25]=[CH:24][CH:23]=[CH:22][CH:21]=2)[C:14]2[CH:19]=[CH:18][CH:17]=[CH:16][CH:15]=2)[CH:12]=[CH:11][CH:10]=[CH:9][CH:8]=1>C1C=CC=CC=1>[Br-:4].[CH3:1][CH:2]([CH2:5][CH3:6])[CH2:3][P+:13]([C:14]1[CH:15]=[CH:16][CH:17]=[CH:18][CH:19]=1)([C:20]1[CH:25]=[CH:24][CH:23]=[CH:22][CH:21]=1)[C:7]1[CH:8]=[CH:9][CH:10]=[CH:11][CH:12]=1 |f:3.4|. Reactants: CC(CBr)CC (2-methylbromobutane), C1(=CC=CC=C1)P(C1=CC=CC=C1)C1=CC=CC=C1 (triphenylphosphine). Procedure details: 30.9 gm of 2-methylbromobutane and 53.7 gm of triphenylphosphine were dissolved into 50 ml of benzene and the mixture was refluxed for 88 hours. Crystals deposited were collected by filtration, washed with benzene, and dried to produce 15.7 gm of 2-methylbutyltriphenylphosphonium bromide (yield: 42%). The product was submitted to the next step without purification. Reactants: O=C([O-])[O-], Sc1cccc(OCc2ccccc2)c1, CN(C)C=O, O=Cc1ccc(F)cc1Cl, [K+], [K+], O. Product: O=Cc1ccc(Sc2cccc(OCc3ccccc3)c2)cc1Cl. As a reaction SMILES: [C:26](=[O:27])([O-:28])[O-:29].[CH2:1]([c:2]1[cH:3][cH:4][cH:5][cH:6][cH:7]1)[O:8][c:9]1[cH:10][c:11]([SH:15])[cH:12][cH:13][cH:14]1.[CH3:33][N:34]([CH3:35])[CH:36]=[O:37].[Cl:16][c:17]1[c:18]([CH:19]=[O:20])[cH:21][cH:22][c:23]([F:25])[cH:24]1.[K+:30].[K+:31].[OH2:32]>>[CH2:1]([c:2]1[cH:3][cH:4][cH:5][cH:6][cH:7]1)[O:8][c:9]1[cH:10][c:11]([S:15][c:23]2[cH:22][cH:21][c:18]([CH:19]=[O:20])[c:17]([Cl:16])[cH:24]2)[cH:12][cH:13][cH:14]1.